Dataset: the Open Reaction Database (ORD), a public repository of structured organic reaction records. Task: describe an organic reaction: reactants, conditions, products, and yield Procedure details: A solution of Example 65C (150 mg, 0.225 mmol) in dioxane (3 mL) and 10N aqueous sodium hydroxide (0.225 mL) was heated in sealed tube at 100° C. for 3 hours. The mixture was diluted with water and ethyl acetate. The organic layer was washed with water and brine (25 mL each), dried over sodium sulfate, filtered and concentrated to afford the title compound. LCMS: 512.55 (M+H)+. The solvent is O1CCOCC1 (dioxane), [OH-].[Na+] (sodium hydroxide), O (water), C(C)(=O)OCC (ethyl acetate). The reactants are ClC=1C(=NC(=CC1)NCC1CCOCC1)C1=C2C(=NC=C1)N(C(=C2)C2CN(CC2)C(=O)OC(C)(C)C)S(=O)(=O)C2=CC=C(C)C=C2 (tert-butyl 3-(4-(3-chloro-6-(((tetrahydro-2H-pyran-4-yl)methyl)amino)pyridin-2-yl)-1-tosyl-1H-pyrrolo[2,3-b]pyridin-2-yl)pyrrolidine-1-carboxylate). Reaction SMILES: [Cl:1][C:2]1[C:3]([C:16]2[CH:21]=[CH:20][N:19]=[C:18]3[N:22](S(C4C=CC(C)=CC=4)(=O)=O)[C:23]([CH:25]4[CH2:29][CH2:28][N:27]([C:30]([O:32][C:33]([CH3:36])([CH3:35])[CH3:34])=[O:31])[CH2:26]4)=[CH:24][C:17]=23)=[N:4][C:5]([NH:8][CH2:9][CH:10]2[CH2:15][CH2:14][O:13][CH2:12][CH2:11]2)=[CH:6][CH:7]=1>O1CCOCC1.[OH-].[Na+].O.C(OCC)(=O)C>[Cl:1][C:2]1[C:3]([C:16]2[CH:21]=[CH:20][N:19]=[C:18]3[NH:22][C:23]([CH:25]4[CH2:29][CH2:28][N:27]([C:30]([O:32][C:33]([CH3:36])([CH3:35])[CH3:34])=[O:31])[CH2:26]4)=[CH:24][C:17]=23)=[N:4][C:5]([NH:8][CH2:9][CH:10]2[CH2:11][CH2:12][O:13][CH2:14][CH2:15]2)=[CH:6][CH:7]=1 |f:2.3|. The product is ClC=1C(=NC(=CC1)NCC1CCOCC1)C1=C2C(=NC=C1)NC(=C2)C2CN(CC2)C(=O)OC(C)(C)C (tert-butyl 3-(4-(3-chloro-6-(((tetrahydro-2H-pyran-4-yl)methyl)amino)pyridin-2-yl)-1H-pyrrolo[2,3-b]pyridin-2-yl)pyrrolidine-1-carboxylate). Reactants: CSC1=CC=C(C=O)C=C1 (4-methylmercaptobenzaldehyde), C(C)OC(CC(=O)C(=O)OCC)=O (oxalacetic acid diethyl ester), C(C)OC(\C=C(\C)/N)=O (β-aminocrotonic acid ethyl ester). The solvent is C(C)O (ethanol). Product: 2-methyl-4-(4'-methylmercaptophenyl)-1,4-dihydropyridine-3-carboxylic acid methyl ester-5,6-dicarboxylic acid diethyl ester, CSC1=CC=C(C=O)C=C1 (4-methylmercaptobenzaldehyde), C(C)OC(CC(=O)C(=O)OCC)=O (oxalacetic acid diethyl ester), COC(\C=C(\C)/N)=O (β-aminocrotonic acid methyl ester). As a reaction SMILES: [CH3:1][S:2][C:3]1[CH:10]=[CH:9][C:6]([CH:7]=[O:8])=[CH:5][CH:4]=1.[CH2:11]([O:13][C:14](=[O:23])[CH2:15][C:16]([C:18]([O:20][CH2:21][CH3:22])=[O:19])=[O:17])[CH3:12].[CH2:24]([O:26][C:27](=[O:32])/[CH:28]=[C:29](\[NH2:31])/[CH3:30])C>C(O)C>[CH3:1][S:2][C:3]1[CH:10]=[CH:9][C:6]([CH:7]=[O:8])=[CH:5][CH:4]=1.[CH2:11]([O:13][C:14](=[O:23])[CH2:15][C:16]([C:18]([O:20][CH2:21][CH3:22])=[O:19])=[O:17])[CH3:12].[CH3:24][O:26][C:27](=[O:32])/[CH:28]=[C:29](\[NH2:31])/[CH3:30]. Procedure details: A solution of 7.6 g of 4-methylmercaptobenzaldehyde, 9.5 g of oxalacetic acid diethyl ester and 6.5 g of β-aminocrotonic acid ethyl ester in 40 ccs of ethanol is heated to the boil overnight and evaporated in vacuo. Oil (orange). a. In the same way, 2-methyl-4-(4'-methylmercaptophenyl)-1,4-dihydropyridine-3-carboxylic acid methyl ester-5,6-dicarboxylic acid diethyl ester is obtained from 7.6 g of 4-methylmercaptobenzaldehyde, 9.5 g of oxalacetic acid diethyl ester and 5.8 g of β-aminocrotonic ac... RXN SMILES: [N:1](=[C:3]1[N:7]=[C:6]([CH3:8])[C:5]([CH3:13])([CH2:9][CH2:10][CH2:11][CH3:12])[S:4]1)[OH:2].[CH3:14][N:15]=[C:16]=[O:17]>>[CH3:14][NH:15][C:16]([O:2][N:1]=[C:3]1[N:7]=[C:6]([CH3:8])[C:5]([CH3:13])([CH2:9][CH2:10][CH2:11][CH3:12])[S:4]1)=[O:17]. Procedure: 2-oxo-4,5-dimethyl-5-butyl-3-thiazoline-oxime was reacted with methyl isocyanate as described in Example 4 to yield 2-oxo-4,5-dimethyl-5-butyl-3-thiazoline-O-(methylcarbamoyl)-oxime as a viscous oil; nD44.5 =1.5324. The 2-oxo-4,5-dimethyl-5-butyl-3-thiazoline-oxime starting material melts at 100°-102° C. The reactants are N(O)=C1SC(C(=N1)C)(CCCC)C (2-oxo-4,5-dimethyl-5-butyl-3-thiazoline-oxime), CN=C=O (methyl isocyanate). The product is CNC(=O)ON=C1SC(C(=N1)C)(CCCC)C (2-oxo-4,5-dimethyl-5-butyl-3-thiazoline-O-(methylcarbamoyl)-oxime). The reactants are [Al+3], CN(C)C=O, Cn1c(=O)n(C)c2cc(CCCC(=O)O)ccc21, [Cl-], [Cl-], [Cl-], O=C(Cl)C(=O)Cl, C1CCOC1. The product is Cn1c(=O)n(C)c2cc3c(cc21)CCCC3=O. As a reaction SMILES: [Al+3:31].[CH3:25][N:26]([CH3:27])[CH:28]=[O:29].[CH3:7][n:8]1[c:9](=[O:24])[n:10]([CH3:23])[c:11]2[c:12]1[cH:13][cH:14][c:15]([CH2:17][CH2:18][CH2:19][C:20](=[O:21])[OH:22])[cH:16]2.[Cl-:30].[Cl-:32].[Cl-:33].[Cl:1][C:2]([C:3]([Cl:4])=[O:5])=[O:6].[O:34]1[CH2:35][CH2:36][CH2:37][CH2:38]1>>[CH3:7][n:8]1[c:9](=[O:24])[n:10]([CH3:23])[c:11]2[c:12]1[cH:13][c:14]1[c:15]([cH:16]2)[CH2:17][CH2:18][CH2:19][C:20]1=[O:22].